Dataset: the Open Reaction Database (ORD), a public repository of structured organic reaction records. Task: describe an organic reaction: reactants, conditions, products, and yield Starting materials: C(=O)N1CCC(=CC2=C1C=CC(=C2)C2=CC=C(C=C2)N2CCOCC2)C(=O)O (1- formyl-7-(4-morpholinophenyl)-2,3-dihydro-1H-1-benzazepine-4-carboxylic acid), CN(C)C=O (DMF), S(=O)(Cl)Cl (thionyl chloride). Conditions: time 2 hour. Yields the product C(=O)N1CCC(=CC2=C1C=CC(=C2)C2=CC=C(C=C2)N2CCOCC2)C(=O)NC2=CC=C(C=C2)CN(C2CCOCC2)C (1-formyl-N-[4-[[N-methyl-N-(tetrahydro-2H-pyran-4-yl)amino]methyl]phenyl]-7-(4-morpholinophenyl)-2,3-dihydro-1H-1-benzazepine-4-carboxamide). Reaction SMILES: [CH:1]([N:3]1[C:9]2[CH:10]=[CH:11][C:12]([C:14]3[CH:19]=[CH:18][C:17]([N:20]4[CH2:25][CH2:24][O:23][CH2:22][CH2:21]4)=[CH:16][CH:15]=3)=[CH:13][C:8]=2[CH:7]=[C:6]([C:26]([OH:28])=O)[CH2:5][CH2:4]1)=[O:2].S(Cl)(Cl)=O.[CH3:33][N:34]([CH:36]=O)[CH3:35]>>[CH:1]([N:3]1[C:9]2[CH:10]=[CH:11][C:12]([C:14]3[CH:19]=[CH:18][C:17]([N:20]4[CH2:21][CH2:22][O:23][CH2:24][CH2:25]4)=[CH:16][CH:15]=3)=[CH:13][C:8]=2[CH:7]=[C:6]([C:26]([NH:3][C:9]2[CH:10]=[CH:11][C:12]([CH2:36][N:34]([CH3:33])[CH:35]3[CH2:25][CH2:24][O:23][CH2:22][CH2:21]3)=[CH:13][CH:8]=2)=[O:28])[CH2:5][CH2:4]1)=[O:2]. Procedure details: In DMF (14 ml) was dissolved 1- formyl-7-(4-morpholinophenyl)-2,3-dihydro-1H-1-benzazepine-4-carboxylic acid (0.18 g). To the solution was added, under ice-cooling, thionyl chloride (0.1 ml), and the mixture was stirred at room temperature for 30 minutes. Under reduced pressure, the solvent was evaporated, and the residue was suspended in THF (50 ml). The suspension was added dropwise to a solution of 4-[N-methyl-N-(tetrahydro-2H-pyran-4-yl)aminomethyl]aniline (0.13 g) and triethylamine (0.33 ml... Reactants: CC=1SC=C2C1NC1=C(NC2=O)C=CC=C1 (4,9-dihydro-3-methyl-10H-thieno[3,4-b][1,5]benzodiazepin-10-one), BrCC#C (3-bromo-prop-1-yne), C(CCC)[Li] (butyllithium). Solvent: O1CCCC1 (tetrahydrofuran). Yields the product CC=1SC=C2C1N(C1=C(NC2=O)C=CC=C1)CC#C (4,9-Dihydro-3-methyl-4-(prop-2-ynyl)-10H-thieno[3,4-b][1,5]benzodiazepin-10-one). The yield is 50.0%. Reaction SMILES: [CH3:1][C:2]1[S:3][CH:4]=[C:5]2[C:11](=[O:12])[NH:10][C:9]3[CH:13]=[CH:14][CH:15]=[CH:16][C:8]=3[NH:7][C:6]=12.Br[CH2:18][C:19]#[CH:20].C([Li])CCC>O1CCCC1>[CH3:1][C:2]1[S:3][CH:4]=[C:5]2[C:11](=[O:12])[NH:10][C:9]3[CH:13]=[CH:14][CH:15]=[CH:16][C:8]=3[N:7]([CH2:20][C:19]#[CH:18])[C:6]=12. Reported procedure: Prepared analogously to Example la) from 4,9-dihydro-3-methyl-10H-thieno[3,4-b][1,5]benzodiazepin-10-one and 3-bromo-prop-1-yne in the presence of butyllithium and tetrahydrofuran in a yield of 50% of theory. The crude crystalline product was used for subsequent reactions without being further purified by chromatography.